From a dataset of the Open Reaction Database (ORD), a public repository of structured organic reaction records. describe an organic reaction: reactants, conditions, products, and yield Reactants: FC1=C(C=CC(=C1)F)C1=C(C=CC=C1)C(C)NS(=O)(=O)C1=C(C=C(C=C1)OC)OC (N-[1-(2′,4′-difluoro-1,1′-biphenyl-2-yl)ethyl]-2,4-dimethoxybenzenesulfonamide), C([O-])([O-])=O.[K+].[K+] (potassium carbonate). Solvent: CN(C=O)C (N,N-dimethylformamide). Product: FC=1C=CC=2C3=CC=CC=C3C(N(C2C1)S(=O)(=O)C1=C(C=C(C=C1)OC)OC)C (3-Fluoro-5-[(2,4-dimethoxyphenyl)sulfonyl]-6-methyl-5,6-dihydrophenanthridin), product. Yield: 99.0%. As a reaction SMILES: F[C:2]1[CH:7]=[C:6]([F:8])[CH:5]=[CH:4][C:3]=1[C:9]1[CH:14]=[CH:13][CH:12]=[CH:11][C:10]=1[CH:15]([NH:17][S:18]([C:21]1[CH:26]=[CH:25][C:24]([O:27][CH3:28])=[CH:23][C:22]=1[O:29][CH3:30])(=[O:20])=[O:19])[CH3:16].C(=O)([O-])[O-].[K+].[K+]>CN(C)C=O>[F:8][C:6]1[CH:5]=[CH:4][C:3]2[C:9]3[C:10]([CH:15]([CH3:16])[N:17]([S:18]([C:21]4[CH:26]=[CH:25][C:24]([O:27][CH3:28])=[CH:23][C:22]=4[O:29][CH3:30])(=[O:20])=[O:19])[C:2]=2[CH:7]=1)=[CH:11][CH:12]=[CH:13][CH:14]=3 |f:1.2.3|. Procedure: The title compound was prepared from N-[1-(2′,4′-difluoro-1,1′-biphenyl-2-yl)ethyl]-2,4-dimethoxybenzenesulfonamide (550 mg, 1.27 mmol), anhydrous N,N-dimethylformamide (1 mL), and potassium carbonate (351 mg, 2.5 mmol) according to the procedure and in the same manner as described in Example 105, step d, and the product (525 mg, 99%) isolated as a white solid;